Dataset: the Open Reaction Database (ORD), a public repository of structured organic reaction records. Task: describe an organic reaction: reactants, conditions, products, and yield The reactants are COC(=O)CC(C)=O, CCBr, CO. Product: CCC(C(C)=O)C(=O)OC. Reaction SMILES: [C:1]([CH2:2][C:3](=[O:4])[CH3:5])(=[O:6])[O:7][CH3:8].[CH2:9]([CH3:10])[Br:11].[CH3:12][OH:13]>>[C:1]([CH:2]([C:3](=[O:4])[CH3:5])[CH2:9][CH3:10])(=[O:6])[O:7][CH3:8]. Reactants: CCO, NO, ON=CCCc1ccc2sc3ccccc3c2c1. Product: NCCCc1ccc2sc3ccccc3c2c1. As a reaction SMILES: [CH3:21][CH2:22][OH:23].[NH2:19][OH:20].[cH:1]1[c:2]([CH2:14][CH2:15][CH:16]=[N:17][OH:18])[cH:3][cH:4][c:5]2[s:6][c:7]3[c:8]([c:9]12)[cH:10][cH:11][cH:12][cH:13]3>>[cH:1]1[c:2]([CH2:14][CH2:15][CH2:16][NH2:17])[cH:3][cH:4][c:5]2[s:6][c:7]3[c:8]([c:9]12)[cH:10][cH:11][cH:12][cH:13]3. The reactants are COC(=O)c1ccc(Cc2cn(C)c3ccccc23)cc1, CN(C)C1CCNC1. Yields the product CN(C)C1CCN(C(=O)c2ccc(Cc3cn(C)c4ccccc34)cc2)C1. Reaction SMILES: [CH3:1][n:2]1[cH:3][c:4]([CH2:11][c:12]2[cH:13][cH:14][c:15]([C:16](=[O:17])[O:18][CH3:19])[cH:20][cH:21]2)[c:5]2[cH:6][cH:7][cH:8][cH:9][c:10]12.[CH3:22][N:23]([CH:24]1[CH2:25][NH:26][CH2:27][CH2:28]1)[CH3:29]>>[CH3:1][n:2]1[cH:3][c:4]([CH2:11][c:12]2[cH:13][cH:14][c:15]([C:16](=[O:17])[N:26]3[CH2:25][CH:24]([N:23]([CH3:22])[CH3:29])[CH2:28][CH2:27]3)[cH:20][cH:21]2)[c:5]2[cH:6][cH:7][cH:8][cH:9][c:10]12. The reactants are Cl (HCl), C1(CCCCC1)S (cyclohexylmercaptan), CC(C)([O-])C.[K+] (potassium tert-butoxide), ClC=1C2=C(N=CN1)NC=C2 (4-chloro-7H-pyrrolo[2,3-d]pyrimidine). The solvent is C1CCOC1 (THF). The product is C1(CCCCC1)SC=1C2=C(N=CN1)NC=C2 (4-Cyclohexylsulfanyl-7H-pyrrolo[2,3-d]pyrimidine). Isolated yield 22.4%. RXN SMILES: Cl[C:2]1[C:3]2[CH:10]=[CH:9][NH:8][C:4]=2[N:5]=[CH:6][N:7]=1.[CH:11]1([SH:17])[CH2:16][CH2:15][CH2:14][CH2:13][CH2:12]1.CC(C)([O-])C.[K+].Cl>C1COCC1>[CH:11]1([S:17][C:2]2[C:3]3[CH:10]=[CH:9][NH:8][C:4]=3[N:5]=[CH:6][N:7]=2)[CH2:16][CH2:15][CH2:14][CH2:13][CH2:12]1 |f:2.3|. Procedure details: To a solution of 100 mg (0.651 mmol) of 4-chloro-7H-pyrrolo[2,3-d]pyrimidine dissolved in 3.0 mL of THF was added 0.10 mL (0.818 mmol) of cyclohexylmercaptan and 100 mg (0.847 mmol) of 95% potassium tert-butoxide and the resulting mixture heated at reflux for 3.5 hr. After cooling to room temperature, the reaction mixture was acidified to pH 1 with 2 N HCl and concentrated in vacuo. The residue was then partitioned between ethylacetate and 1 N HCl. The aqueous layer was extracted with ethyl acet... The reactants are COC([C@H]([C@H](O)C1=C(C=CC=C1)Cl)O)=O ((2S,3R)-methyl-3-(2-chlorophenyl)-2,3-dihydroxypropanoate), C(C)OC(C)OCC (1,1-Diethoxyethane), C1(=CC=C(C=C1)S(=O)(=O)O)C (p-toluenesulfonic acid). Run in ClCCl (Dichloromethane). Yields the product COC(=O)[C@H]1OC(O[C@@H]1C1=C(C=CC=C1)Cl)C ((4S,5R)-methyl-5-(2-chlorophenyl)-2-methyl-1.3-dioxolane-4-carboxylate). The yield is 70.0%. As a reaction SMILES: [CH3:1][O:2][C:3](=[O:15])[C@@H:4]([OH:14])[C@@H:5]([C:7]1[CH:12]=[CH:11][CH:10]=[CH:9][C:8]=1[Cl:13])[OH:6].[CH2:16](OC(OCC)C)[CH3:17].C1(C)C=CC(S(O)(=O)=O)=CC=1>ClCCl>[CH3:1][O:2][C:3]([C@@H:4]1[C@@H:5]([C:7]2[CH:12]=[CH:11][CH:10]=[CH:9][C:8]=2[Cl:13])[O:6][CH:16]([CH3:17])[O:14]1)=[O:15]. Procedure details: Dichloromethane (MC) was added to (2S,3R)-methyl-3-(2-chlorophenyl)-2,3-dihydroxypropanoate at room temperature. 1,1-Diethoxyethane (8 ml) and p-toluenesulfonic acid (0.27 g) was added and stirred at room temperature. The reaction mixture was quenched with H2O, extracted with MC, washed with H2O, dried over anhydrous magnesium sulfate (MgSO4), filtered and concentrated. The crude compound was purified by a silica gel column to produce the title compound (3.6 g, 70˜95%). Starting materials: CO (methanol), FC(C=1C=C(C(=O)Cl)C=CC1)(F)F (3-(trifluoromethyl)benzoyl chloride), ClC1=CC=C(CN2CC(CC2)CNC(CN)=O)C=C1 (1-(4-chlorobenzyl)-3-{(glycylamino)methyl}pyrrolidine). Run in ClCCl (dichloromethane), ClCCl (dichloromethane), C(Cl)(Cl)Cl (chloroform). Run at time 2.5 hour. Yields the product FC(C=1C=C(C(=O)NCC(=O)NCC2CN(CC2)CC2=CC=C(C=C2)Cl)C=CC1)(F)F (3-[{N-(3-trifluoromethylbenzoyl)glycyl}aminomethyl]-1-(4-chlorobenzyl)pyrrolidine). RXN SMILES: [F:1][C:2]([F:13])([F:12])[C:3]1[CH:4]=[C:5]([CH:9]=[CH:10][CH:11]=1)[C:6](Cl)=[O:7].[Cl:14][C:15]1[CH:32]=[CH:31][C:18]([CH2:19][N:20]2[CH2:24][CH2:23][CH:22]([CH2:25][NH:26][C:27](=[O:30])[CH2:28][NH2:29])[CH2:21]2)=[CH:17][CH:16]=1.CO>ClCCl.C(Cl)(Cl)Cl>[F:1][C:2]([F:13])([F:12])[C:3]1[CH:4]=[C:5]([CH:9]=[CH:10][CH:11]=1)[C:6]([NH:29][CH2:28][C:27]([NH:26][CH2:25][CH:22]1[CH2:23][CH2:24][N:20]([CH2:19][C:18]2[CH:31]=[CH:32][C:15]([Cl:14])=[CH:16][CH:17]=2)[CH2:21]1)=[O:30])=[O:7]. Procedure: A solution of 3-(trifluoromethyl)benzoyl chloride (0.058 mmol) in dichloromethane (0.2 mL) was added to a mixture of 1-(4-chlorobenzyl)-3-{(glycylamino)methyl}pyrrolidine (0.050 mmol) and peperidinomethylpolystyrene (60 mg) in chloroform (0.2 mL) and dichloromethane (1 mL). After the reaction mixture was stirred at room temperature for 2.5 h, methanol (0.30 mL) was added and the mixture was stirred at room temperature for 1 h. The reaction mixture was loaded onto Varian™ SCX column, and washed w... Reactants: Cl (hydrochloric acid), NCC(COC1=C(C=CC=C1)C)O (1-amino-3-(2-methyl-phenyloxy)-2-propanol), O=C(COC=1C(=NC=CC1)C(=O)N)C (3-(2-oxo-propyloxy)-2-pyridinecarboxylic acid amide), [BH4-].[Na+] (sodium borohydride). Run in C(C)O (ethanol). The product is CC(COC=1C(=NC=CC1)C(N)=O)NCC(COC1=C(C=CC=C1)C)O (1-[1-methyl-2-(2-carbamoyl-3-pyridyloxy)-ethyl-amino]-3-(2-methyl-phenyloxy)-2-propanol). As a reaction SMILES: [NH2:1][CH2:2][CH:3]([OH:13])[CH2:4][O:5][C:6]1[CH:11]=[CH:10][CH:9]=[CH:8][C:7]=1[CH3:12].O=[C:15]([CH3:27])[CH2:16][O:17][C:18]1[C:19]([C:24]([NH2:26])=[O:25])=[N:20][CH:21]=[CH:22][CH:23]=1.[BH4-].[Na+].Cl>C(O)C>[CH3:27][CH:15]([NH:1][CH2:2][CH:3]([OH:13])[CH2:4][O:5][C:6]1[CH:11]=[CH:10][CH:9]=[CH:8][C:7]=1[CH3:12])[CH2:16][O:17][C:18]1[C:19]([C:24](=[O:25])[NH2:26])=[N:20][CH:21]=[CH:22][CH:23]=1 |f:2.3|. Procedure: A solution of 4.5 g of 1-amino-3-(2-methyl-phenyloxy)-2-propanol and 4.85 g of 3-(2-oxo-propyloxy)-2-pyridinecarboxylic acid amide in 100 ml of ethanol is heated under reflux for 3 hours. After cooling to room temperature, 1.9 g of sodium borohydride are added whilst stirring; the temperature gradually rises to 45° C. After the reaction has subsided, the mixture is stirred for a further hour. The reaction mixture is then acidified with 2 N hydrochloric acid whilst cooling, and is extracted with ...